This data is from the Open Reaction Database (ORD), a public repository of structured organic reaction records. The task is: describe an organic reaction: reactants, conditions, products, and yield Starting materials: N[C@H]1COC2=C(N(C1=O)CC(=O)OC(C)(C)C)C=CC=C2 (tert-butyl 3(S)-amino-4-oxo-2,3,4,5-tetrahydro-1,5-benzoxazepine-5-acetate), C(C)(=O)O (acetic acid), C(C1=CC=CC=C1)OC(=O)N1CCC(CC1)CCCCCC(C(=O)OCC)=O (ethyl 7-(1-benzyloxycarbonyl-4-piperidyl)-2-oxoheptanoate), 3A, C(#N)[BH3-].[Na+] (sodium cyanoborohydride). The solvent is C(C)O (ethanol), C(C)O (ethanol). Conditions: time 10 minute. Product: C(C1=CC=CC=C1)OC(=O)N1CCC(CC1)CCCCC[C@H](C(=O)OCC)N[C@H]1COC2=C(N(C1=O)CC(=O)OC(C)(C)C)C=CC=C2 (tert-butyl 3(S)-[6-(1-benzyloxycarbonyl-4-piperidyl)-1(R)-ethoxycarbonylhexyl]amino-4-oxo-2,3,4,5 -tetrahydro-1,5-benzoxazepine-5-acetate). RXN SMILES: [NH2:1][C@@H:2]1[C:8](=[O:9])[N:7]([CH2:10][C:11]([O:13][C:14]([CH3:17])([CH3:16])[CH3:15])=[O:12])[C:6]2[CH:18]=[CH:19][CH:20]=[CH:21][C:5]=2[O:4][CH2:3]1.C(O)(=O)C.[CH2:26]([O:33][C:34]([N:36]1[CH2:41][CH2:40][CH:39]([CH2:42][CH2:43][CH2:44][CH2:45][CH2:46][C:47](=O)[C:48]([O:50][CH2:51][CH3:52])=[O:49])[CH2:38][CH2:37]1)=[O:35])[C:27]1[CH:32]=[CH:31][CH:30]=[CH:29][CH:28]=1.C([BH3-])#N.[Na+]>C(O)C>[CH2:26]([O:33][C:34]([N:36]1[CH2:37][CH2:38][CH:39]([CH2:42][CH2:43][CH2:44][CH2:45][CH2:46][C@@H:47]([NH:1][C@@H:2]2[C:8](=[O:9])[N:7]([CH2:10][C:11]([O:13][C:14]([CH3:16])([CH3:17])[CH3:15])=[O:12])[C:6]3[CH:18]=[CH:19][CH:20]=[CH:21][C:5]=3[O:4][CH2:3]2)[C:48]([O:50][CH2:51][CH3:52])=[O:49])[CH2:40][CH2:41]1)=[O:35])[C:27]1[CH:28]=[CH:29][CH:30]=[CH:31][CH:32]=1 |f:3.4|. Reported procedure: A mixture of tert-butyl 3(S)-amino-4-oxo-2,3,4,5-tetrahydro-1,5-benzoxazepine-5-acetate (2.4 l g), ethanol (30 ml), acetic acid (0.5 g), ethyl 7-(1-benzyloxycarbonyl-4-piperidyl)-2-oxoheptanoate (3.2 g) and molecular sieves 3A (10 g) is stirred for 10 minutes. To the stirred mixture is added dropwise a solution of sodium cyanoborohydride (0.51 g) in ethanol (50 ml) for 3 hours at room temperature. After standing overnight at room temperature, the mixture is concentrated in vacuo and diluted with...